Task: describe an organic reaction: reactants, conditions, products, and yield. Dataset: the Open Reaction Database (ORD), a public repository of structured organic reaction records Reactants: CC(C)(C1=CC=C(C(=O)OC)C=C1)OC=1C=C2C(=CCC2=CC1)C1=CC=CC=C1 (Methyl 4-(1,1-dimethyl-3-phenyl-1H-inden-5-yloxymethyl)benzoate), [OH-].[Na+] (NaOH), O1CCCC1 (tetrahydrofuran). Run in CO (methanol). Yields the product CC(C)(OC=1C=C2C(=CCC2=CC1)C1=CC=CC=C1)C1=C(C(=O)O)C=CC=C1 ((1,1-Dimethyl-3-phenyl-1H-inden-5-yloxymethyl)-benzoic acid). The yield is 85.0%. As a reaction SMILES: [CH3:1][C:2]([O:14][C:15]1[CH:16]=[C:17]2[C:21](=[CH:22][CH:23]=1)[CH2:20][CH:19]=[C:18]2[C:24]1[CH:29]=[CH:28][CH:27]=[CH:26][CH:25]=1)([C:4]1[CH:13]=[CH:12][C:7](C(OC)=O)=[CH:6][CH:5]=1)[CH3:3].[OH-:30].[Na+].[O:32]1[CH2:36]CCC1>CO>[CH3:3][C:2]([C:4]1[CH:5]=[CH:6][CH:7]=[CH:12][C:13]=1[C:36]([OH:32])=[O:30])([O:14][C:15]1[CH:16]=[C:17]2[C:21](=[CH:22][CH:23]=1)[CH2:20][CH:19]=[C:18]2[C:24]1[CH:25]=[CH:26][CH:27]=[CH:28][CH:29]=1)[CH3:1] |f:1.2|. Procedure: Methyl 4-(1,1-dimethyl-3-phenyl-1H-inden-5-yloxymethyl)benzoate (300 mg, 0.78 mmol) and 3.9 mL of 2N NaOH in 5 mL of tetrahydrofuran and 5 mL of methanol were stirred at room temperature for 16 hours. The mixture was concentrated and acidified with 1N HCl (10 mL), extracted with ethyl acetate (20 mL×3). The combined extracts were washed with water (10 mL), dried over magnesium sulfate, and evaporated. The residue was crystallized from ether-hexane to give 247 mg (85% yield) of the title compound... Starting materials: COc1ccc(-c2ccc3ncc4[nH]c(=O)n(-c5cn(C)nc5C)c4c3n2)cc1OC, [H-], CCI, [Na+], CN(C)C=O. The product is CCn1c(=O)n(-c2cn(C)nc2C)c2c3nc(-c4ccc(OC)c(OC)c4)ccc3ncc21. As a reaction SMILES: [CH3:1][O:2][c:3]1[cH:4][c:5](-[c:11]2[cH:12][cH:13][c:14]3[n:15][cH:16][c:17]4[c:18]([c:19]3[n:20]2)[n:21](-[c:25]2[c:26]([CH3:31])[n:27][n:28]([CH3:30])[cH:29]2)[c:22](=[O:24])[nH:23]4)[cH:6][cH:7][c:8]1[O:9][CH3:10].[H-:33].[I:34][CH2:35][CH3:36].[Na+:32].[O:37]=[CH:38][N:39]([CH3:40])[CH3:41]>>[CH3:1][O:2][c:3]1[cH:4][c:5](-[c:11]2[cH:12][cH:13][c:14]3[n:15][cH:16][c:17]4[c:18]([c:19]3[n:20]2)[n:21](-[c:25]2[c:26]([CH3:31])[n:27][n:28]([CH3:30])[cH:29]2)[c:22](=[O:24])[n:23]4[CH2:35][CH3:36])[cH:6][cH:7][c:8]1[O:9][CH3:10]. Reactants: ClC1=CC2=C(C(NC3=NC=CC=C23)=O)C=C1 (9-Chloro-5H-benzo[c][1,8]naphthyridin-6-one), NCCCN1C(CCC1)=O (1-(3-aminopropyl)pyrrolidin-2-one). The product is O=C1N(CCC1)CCCNC1=CC2=C(C(NC3=NC=CC=C23)=O)C=C1 (9-(3-(2-Oxopyrrolidin-1-yl)propylamino)benzo[c][1,8]naphthyridin-6(5H)-one). Isolated yield 6.5%. Reaction SMILES: Cl[C:2]1[CH:16]=[CH:15][C:5]2[C:6](=[O:14])[NH:7][C:8]3[C:13]([C:4]=2[CH:3]=1)=[CH:12][CH:11]=[CH:10][N:9]=3.[NH2:17][CH2:18][CH2:19][CH2:20][N:21]1[CH2:25][CH2:24][CH2:23][C:22]1=[O:26]>>[O:26]=[C:22]1[CH2:23][CH2:24][CH2:25][N:21]1[CH2:20][CH2:19][CH2:18][NH:17][C:2]1[CH:16]=[CH:15][C:5]2[C:6](=[O:14])[NH:7][C:8]3[C:13]([C:4]=2[CH:3]=1)=[CH:12][CH:11]=[CH:10][N:9]=3. Reported procedure: The title compound was synthesized according to the procedure described for the preparation of Example 456 using 6 (160 mg, 0.69 mmol) and 1-(3-aminopropyl)pyrrolidin-2-one (395 mg, 2.78 mmol) to provide 479 (15 mg, 7% yield) as a white powder. LC-MS (M+H=337, obsd.=337). 1H NMR (400 MHz, DMSO-D6) δ 11.47 (s, 1H), 8.67 (d, J=7.7, 1H), 8.43 (d, J=3.2, 1H), 7.99 (d, J=8.8, 1H), 7.19 (m, 2H), 6.90 (dd, J=1.9, 8.7, 1H), 6.64 (s, 1H), 3.27 (m, 4H), 3.24 (s, 2H), 2.23 (t, J=8.0, 2H), 1.87 (m, 2H), 1.7...